describe an organic reaction: reactants, conditions, products, and yield From a dataset of the Open Reaction Database (ORD), a public repository of structured organic reaction records. Starting materials: COC(=O)c1cccc(CBr)c1, C1CCCCC1, CCOC(C)=O, CN(C)C=O, O=[N+]([O-])c1ccc(O)cc1F, [H-], [Na+]. The product is COC(=O)c1cccc(COc2ccc([N+](=O)[O-])c(F)c2)c1. RXN SMILES: [Br:14][CH2:15][c:16]1[cH:17][c:18]([C:19](=[O:20])[O:21][CH3:22])[cH:23][cH:24][cH:25]1.[CH2:37]1[CH2:38][CH2:39][CH2:40][CH2:41][CH2:42]1.[CH3:26][CH2:27][O:28][C:29](=[O:30])[CH3:31].[CH3:32][N:33]([CH3:34])[CH:35]=[O:36].[F:1][c:2]1[c:3]([N+:9](=[O:10])[O-:11])[cH:4][cH:5][c:6]([OH:8])[cH:7]1.[H-:12].[Na+:13]>>[F:1][c:2]1[c:3]([N+:9](=[O:10])[O-:11])[cH:4][cH:5][c:6]([O:8][CH2:15][c:16]2[cH:17][c:18]([C:19](=[O:20])[O:21][CH3:22])[cH:23][cH:24][cH:25]2)[cH:7]1. The reactants are CC1([C@@H]([C@@H]1\C=C/C(OC1=CC=CC=C1)=O)C(=O)OC(C)(C)C)C (1,1-dimethylethyl (1R,cis) 2,2-dimethyl-3-[(Z) 3-oxo-3-phenoxy-1-propenyl]-cyclopropane-carboxylate), monohydrated p-toluene sulfonic acid. The solvent is C1(=CC=CC=C1)C (toluene). Yields the product CC1([C@@H]([C@@H]1\C=C/C(OC1=CC=CC=C1)=O)C(=O)O)C ((1R,cis) 2,2-dimethyl-3-[(Z) 3-oxo-3-phenoxyl-propenyl]-cyclopropane-carboxylic acid). The yield is 88.4%. Reaction SMILES: [CH3:1][C:2]1([CH3:23])[C@@H:4](/[CH:5]=[CH:6]\[C:7](=[O:15])[O:8][C:9]2[CH:14]=[CH:13][CH:12]=[CH:11][CH:10]=2)[C@H:3]1[C:16]([O:18]C(C)(C)C)=[O:17]>C1(C)C=CC=CC=1>[CH3:1][C:2]1([CH3:23])[C@@H:4](/[CH:5]=[CH:6]\[C:7](=[O:15])[O:8][C:9]2[CH:14]=[CH:13][CH:12]=[CH:11][CH:10]=2)[C@H:3]1[C:16]([OH:18])=[O:17]. Procedure: A mixture of 3.3 g of the product of Step B, 35 ml of toluene and 100 mg of monohydrated p-toluene sulfonic acid was refluxed until gas evolution ceased and then was evaporated to dryness under reduced pressure. The 3.4 g residue were chromatographed over silica gel and eluted with a 70-30-1 cyclohexane-ethyl acetate acetic acid mixture to obtain 2.4 g of (1R,cis) 2,2-dimethyl-3-[(Z) 3-oxo-3-phenoxyl-propenyl]-cyclopropane-carboxylic acid melting at 57° C.